describe an organic reaction: reactants, conditions, products, and yield From a dataset of the Open Reaction Database (ORD), a public repository of structured organic reaction records. Starting materials: B(O)O (boronic acid), C([O-])([O-])=O.[Na+].[Na+] (sodium carbonate), B(O)O (boronic acid), C([O-])([O-])=O.[Na+].[Na+] (sodium carbonate), ClCCl (dichloromethane), ClC=1C(=C(C(=O)N2C(CN(CC2)C(=O)OC(C)(C)C)COC=2C=NC=CC2)C=CC1)F (tert-butyl 4-(3-chloro-2-fluorobenzoyl)-3-((pyridin-3-yloxy)methyl)piperazine-1-carboxylate), C1(=CC=CC=C1)B(O)O (benzeneboronic acid), C([O-])([O-])=O.[Na+].[Na+] (sodium carbonate). Reagents/catalysts: [Pd] (palladium), [Pd] (palladium). Solvent: C1(=CC=CC=C1)C (toluene), O1CCOCC1 (1,4-dioxane), O (water). Reaction conditions: temperature 110 celsius, time 8 hour. Yields the product FC1=C(C(=O)N2C(CN(CC2)C(=O)OC(C)(C)C)COC=2C=NC=CC2)C=CC=C1 (tert-butyl 4-(2-fluorobenzoyl)-3-((pyridin-3-yloxy)methyl)piperazine-1-carboxylate). Isolated yield 28.5%. As a reaction SMILES: ClCCl.Cl[C:5]1[C:6]([F:34])=[C:7]([CH:31]=[CH:32][CH:33]=1)[C:8]([N:10]1[CH2:15][CH2:14][N:13]([C:16]([O:18][C:19]([CH3:22])([CH3:21])[CH3:20])=[O:17])[CH2:12][CH:11]1[CH2:23][O:24][C:25]1[CH:26]=[N:27][CH:28]=[CH:29][CH:30]=1)=[O:9].C1(B(O)O)C=CC=CC=1.C(=O)([O-])[O-].[Na+].[Na+].B(O)O>C1(C)C=CC=CC=1.O1CCOCC1.[Pd].O>[F:34][C:6]1[CH:5]=[CH:33][CH:32]=[CH:31][C:7]=1[C:8]([N:10]1[CH2:15][CH2:14][N:13]([C:16]([O:18][C:19]([CH3:21])([CH3:22])[CH3:20])=[O:17])[CH2:12][CH:11]1[CH2:23][O:24][C:25]1[CH:26]=[N:27][CH:28]=[CH:29][CH:30]=1)=[O:9] |f:3.4.5|. Reported procedure: [1,1′-bis(diphenylphosphino)ferrocene]-dichloropalladium(II) complex with dichloromethane (1:1) (18 mg, 0.022 mmol) was added to a mixture of tert-butyl 4-(3-chloro-2-fluorobenzoyl)-3-((pyridin-3-yloxy)methyl)piperazine-1-carboxylate (100 mg, 0.222 mmol), benzeneboronic acid (81 mg, 0.67 mmol) and sodium carbonate (71 mg, 0.67 mmol) in toluene (4 mL), 1,4-dioxane (1 mL), and water (1 mL). The reaction mixture was heated to 110° C. overnight. Additional portions of the palladium catalyst, boronic... Reactants: CCO, [Li+], COC(=O)C1CCOCC1, [OH-]. Product: O=C(O)C1CCOCC1. Reaction SMILES: [CH3:13][CH2:14][OH:15].[Li+:12].[O:1]1[CH2:2][CH2:3][CH:4]([C:7](=[O:8])[O:9][CH3:10])[CH2:5][CH2:6]1.[OH-:11]>>[O:1]1[CH2:2][CH2:3][CH:4]([C:7](=[O:8])[OH:9])[CH2:5][CH2:6]1. The reactants are C(=O)[O-].[Na+] (sodium formate), BrC1=CC=C(C=C1)OC (4-bromoanisole), C(=O)[O-].[Na+] (sodium formate), [OH-].[Na+] (sodium hydroxide). The reagents and catalysts are [Br-].C(CCCCCCCCCCCCCCC)[N+](C)(C)C (cetyl trimethyl ammonium bromide), [Pd] (palladium-on-charcoal). Solvent: O (water). Run at time 18 hour. The product is COC1=CC=C(C=C1)C1=CC=C(C=C1)OC (4,4'-dimethoxybiphenyl). RXN SMILES: Br[C:2]1[CH:7]=[CH:6][C:5]([O:8][CH3:9])=[CH:4][CH:3]=1.[CH:10]([O-:12])=O.[Na+].[OH-].[Na+]>[Br-].C([N+](C)(C)C)CCCCCCCCCCCCCCC.[Pd].O>[CH3:9][O:8][C:5]1[CH:6]=[CH:7][C:2]([C:2]2[CH:7]=[CH:6][C:5]([O:12][CH3:10])=[CH:4][CH:3]=2)=[CH:3][CH:4]=1 |f:1.2,3.4,5.6|. Procedure details: 18.7 parts of 4-bromoanisole, 6.8 parts of sodium formate, 64 parts of sodium hydroxide liquor (32%), 60 parts of water, 4 parts of cetyl trimethyl ammonium bromide and 3% palladium-on-charcoal (62% paste, 2 parts) are stirred and heated under reflux for 4 hours. A further 6.8 parts of sodium formate are added, and stirring and heating is continued for a further 18 hours. Steam is then passed through the reaction mixture to remove anisole, and the mixture is cooled and filtered. The filter cake ... Starting materials: O1N=C(C=C1)C1=CC=C(S1)S(=O)(=O)Cl (5-(3-isoxazolyl)thiophene-2-sulphonyl chloride), NC1=C(C(=NO1)C)Br (5-amino-4-bromo-3-methylisoxazole), [H-].[Na+] (sodium hydride). Solvent: C1CCOC1 (THF), C1CCOC1 (THF), C1CCOC1 (THF). Run at time 5 minute. Yields the product BrC=1C(=NOC1NS(=O)(=O)C=1SC(=CC1)C1=NOC=C1)C (N-(4-bromo-3-methyl-5-isoxazolyl)-5-(3-isoxazolyl)thiophene-2-sulfonamide). As a reaction SMILES: [NH2:1][C:2]1[O:6][N:5]=[C:4]([CH3:7])[C:3]=1[Br:8].[H-].[Na+].[O:11]1[CH:15]=[CH:14][C:13]([C:16]2[S:20][C:19]([S:21](Cl)(=[O:23])=[O:22])=[CH:18][CH:17]=2)=[N:12]1>C1COCC1>[Br:8][C:3]1[C:4]([CH3:7])=[N:5][O:6][C:2]=1[NH:1][S:21]([C:19]1[S:20][C:16]([C:13]2[CH:14]=[CH:15][O:11][N:12]=2)=[CH:17][CH:18]=1)(=[O:22])=[O:23] |f:1.2|. Procedure: A solution of 5-amino-4-bromo-3-methylisoxazole (177 mg, 1.0 mmol) in dry THF (2 ml) was added to a suspension of sodium hydride (60% dispersion in mineral oil, 90 mg, 2.2 mmol) in dry THF (1 ml) at 0°-5° C. After stirring at 0°-5° C. for 5 min, the reaction was warmed to room temperature for 10 min to complete the reaction. The reaction mixture was re-cooled to 0° C., and 5-(3-isoxazolyl)thiophene-2-sulphonyl chloride (273 mg, 1.1 mmol), which had been dissolved in dry THF (2 ml), was added slo...